Task: describe an organic reaction: reactants, conditions, products, and yield. Dataset: the Open Reaction Database (ORD), a public repository of structured organic reaction records Conditions: temperature -35 celsius, time 30 minute. Reaction SMILES: [Br:1][C:2]1[CH:7]=[CH:6][C:5]([CH3:8])=[C:4](I)[CH:3]=1.C([Mg]Cl)(C)C.C1COCC1.[Cl:20][C:21]1[CH:29]=[C:28]([N+:30]([O-:32])=[O:31])[CH:27]=[CH:26][C:22]=1[C:23](Cl)=[O:24]>[Cl-].[Cl-].[Zn+2].CC([O-])=O.CC([O-])=O.[Cu+2].CCOC(C)=O.O>[Br:1][C:2]1[CH:7]=[CH:6][C:5]([CH3:8])=[C:4]([C:23]([C:22]2[CH:26]=[CH:27][C:28]([N+:30]([O-:32])=[O:31])=[CH:29][C:21]=2[Cl:20])=[O:24])[CH:3]=1 |f:4.5.6,7.8.9,10.11|. Reagents/catalysts: CC(=O)[O-].CC(=O)[O-].[Cu+2] (Cu(OAc)2), [Cl-].[Cl-].[Zn+2] (ZnCl2). Reactants: ClC1=C(C(=O)Cl)C=CC(=C1)[N+](=O)[O-] (2-chloro-4-nitro-benzoyl chloride), BrC1=CC(=C(C=C1)C)I (4-bromo-2-iodo-1-methyl-benzene), C(C)(C)[Mg]Cl (isopropylmagnesium chloride), C1CCOC1 (THF). Product: BrC=1C=CC(=C(C1)C(=O)C1=C(C=C(C=C1)[N+](=O)[O-])Cl)C ((5-Bromo-2-methyl-phenyl)-(2-chloro-4-nitro-phenyl)-methanone). Reported procedure: A dry flask was charged with 4-bromo-2-iodo-1-methyl-benzene (6.85 g, 23.1 mmol) and the flask was evaporated and then filled with argon and this process repeated twice. Dry THF (20 mL) was added, and the solution cooled to −35° C.; then isopropylmagnesium chloride (11.5 mL, 2.0 M in diethyl ether, 23 mmol) was added slowly over 40 min keeping the temperature below −35° C. On completion of the addition the reaction mixture was stirred at −35° C. for 30 min. A THF solution of ZnCl2 (3.93 g, 28.9 ... Solvent: CCOC(=O)C.O (EtOAc water). Starting materials: COC(C(CC(C)C)P(=O)(OCC)OCC)=O (4-Methyl-2-(diethylphosphono) pentanoic acid methyl ester), [H-].[Na+] (sodium hydride), C(C1=CC=CC=C1)=O (benzaldehyde). The solvent is O1CCCC1 (tetrahydrofuran). The product is C1(=CC=CC=C1)C=C(C(=O)OC)CC(C)C (Methyl 3-phenyl-2-(2-methylpropyl)-prop-2-enoate). Yield: 79.0%. RXN SMILES: [CH3:1][O:2][C:3](=[O:17])[CH:4](P(OCC)(OCC)=O)[CH2:5][CH:6]([CH3:8])[CH3:7].[H-].[Na+].[CH:20](=O)[C:21]1[CH:26]=[CH:25][CH:24]=[CH:23][CH:22]=1>O1CCCC1>[C:21]1([CH:20]=[C:4]([CH2:5][CH:6]([CH3:7])[CH3:8])[C:3]([O:2][CH3:1])=[O:17])[CH:26]=[CH:25][CH:24]=[CH:23][CH:22]=1 |f:1.2|. Reported procedure: To a stirred solution of 4-Methyl-2-(diethylphosphono) pentanoic acid methyl ester (25.72 g, 96.3 mmole) in dry tetrahydrofuran (250 ml) under nitrogen was added sodium hydride (4.2 g, 60% dispersion in oil) portionwise. After stirring for 30 min. at room temperature benzaldehyde (11.22 g, 96.3 mmole) was slowly added and the reaction mixture was then stirred for a further hour at room temperature. Volatiles were then removed in vacuo and the residue was dissolved in ethyl acetate, washed with s... The reactants are NC1=CC(=C(C(=O)O)C=C1Cl)OC (4-amino-5-chloro-2-methoxybenzoic acid), C(=O)(N1C=NC=C1)N1C=NC=C1 (1,1'-carbonyldiimidazole), N12CCCC(CCC1)(C2)CO (1-azabicyclo[3.3.1]nonane-5-methanol), C(CCC)[Li].CCCCCC (n-butyllithium hexane). The solvent is O1CCCC1 (tetrahydrofuran), O1CCCC1 (tetrahydrofuran). Conditions: time 1 hour. Yields the product N12CCCC(CCC1)(C2)COC(C2=C(C=C(C(=C2)Cl)N)OC)=O (4-Amino-5-chloro-2-methoxybenzoic acid 1-azabicyclo[3.3.1]non-5-ylmethyl ester). Isolated yield 57.3%. RXN SMILES: [NH2:1][C:2]1[C:10]([Cl:11])=[CH:9][C:5]([C:6]([OH:8])=[O:7])=[C:4]([O:12][CH3:13])[CH:3]=1.C(N1C=CN=C1)(N1C=CN=C1)=O.[N:26]12[CH2:34][C:30]([CH2:35]O)([CH2:31][CH2:32][CH2:33]1)[CH2:29][CH2:28][CH2:27]2.C([Li])CCC.CCCCCC>O1CCCC1>[N:26]12[CH2:34][C:30]([CH2:35][O:7][C:6](=[O:8])[C:5]3[CH:9]=[C:10]([Cl:11])[C:2]([NH2:1])=[CH:3][C:4]=3[O:12][CH3:13])([CH2:31][CH2:32][CH2:33]1)[CH2:29][CH2:28][CH2:27]2 |f:3.4|. Procedure: A solution of 4-amino-5-chloro-2-methoxybenzoic acid (2.02 g, 10 mmol) in anhydrous tetrahydrofuran (10 mL) under nitrogen was treated with 1,1'-carbonyldiimidazole (1.70 g, 10.5 mmol), stirred for one hour, then degassed with a stream of nitrogen over 10 minutes. Meanwhile, a cooled (-10° C.) solution of 1-azabicyclo[3.3.1]nonane-5-methanol (1.71 g, 11 mmol) in anhydrous tetrahydrofuran (10 mL) under nitrogen was treated (via syringe) with 2.5N n-butyllithium/hexane (10.7 mmol), stirred for 30 ... The reactants are O=C(n1ccnc1)n1ccnc1, CCN(C(C)C)C(C)C, NC(c1ccccc1)c1ccccc1, CN(C)C=O, O=C(O)c1c[nH]cn1. The product is O=C(NC(c1ccccc1)c1ccccc1)c1c[nH]cn1. RXN SMILES: [C:9]([n:10]1[cH:11][cH:12][n:13][cH:14]1)([n:15]1[cH:16][cH:17][n:18][cH:19]1)=[O:20].[CH:21]([N:22]([CH:23]([CH3:24])[CH3:25])[CH2:26][CH3:27])([CH3:28])[CH3:29].[NH2:30][CH:31]([c:32]1[cH:33][cH:34][cH:35][cH:36][cH:37]1)[c:38]1[cH:39][cH:40][cH:41][cH:42][cH:43]1.[O:44]=[CH:45][N:46]([CH3:47])[CH3:48].[nH:1]1[cH:2][n:3][c:4]([C:6](=[O:7])[OH:8])[cH:5]1>>[nH:1]1[cH:2][n:3][c:4]([C:6](=[O:8])[NH:30][CH:31]([c:32]2[cH:33][cH:34][cH:35][cH:36][cH:37]2)[c:38]2[cH:39][cH:40][cH:41][cH:42][cH:43]2)[cH:5]1. Starting materials: CN1CCOCC1, CN(C)C=O, C(=NC1CCCCC1)=NC1CCCCC1, O=C(O)c1ccc(-c2ccc(F)cc2F)cc1O, [N-]=[N+]=NCCN, O. The product is [N-]=[N+]=NCCNC(=O)c1ccc(-c2ccc(F)cc2F)cc1O. Reaction SMILES: [CH3:34][N:35]1[CH2:36][CH2:37][O:38][CH2:39][CH2:40]1.[CH3:48][N:49]([CH3:50])[CH:51]=[O:52].[CH:19]1([N:20]=[C:21]=[N:22][CH:23]2[CH2:24][CH2:25][CH2:26][CH2:27][CH2:28]2)[CH2:29][CH2:30][CH2:31][CH2:32][CH2:33]1.[F:1][c:2]1[c:3](-[c:9]2[cH:10][c:11]([OH:18])[c:12]([C:15](=[O:16])[OH:17])[cH:13][cH:14]2)[cH:4][cH:5][c:6]([F:8])[cH:7]1.[N:41](=[N+:42]=[N-:43])[CH2:44][CH2:45][NH2:46].[OH2:47]>>[F:1][c:2]1[c:3](-[c:9]2[cH:10][c:11]([OH:18])[c:12]([C:15](=[O:17])[NH:46][CH2:45][CH2:44][N:41]=[N+:42]=[N-:43])[cH:13][cH:14]2)[cH:4][cH:5][c:6]([F:8])[cH:7]1. The reactants are ClC=1C=C(C=CC1F)N1N=CC(=C(C1=O)OCCC(C)(C)O)C1=CC=C(C=C1)S(=O)(=O)C (2-(3-Chloro-4-fluorophenyl)-4-(3-hydroxy-3-methyl-1-butoxy)-5-[4-(methylsulfonyl)phenyl]-3(2H)-pyridazinone), N (NH3). The product is ClC=1C=C(C=CC1F)N1N=CC(=C(C1=O)OCCC(C)(C)O)C1=CC=C(C=C1)S(=O)(=O)N (2-(3-Chloro-4-fluorophenyl)-4-(3-hydroxy-3-methyl-1-butoxy)-5-[4-(aminosulfonyl)phenyl]-3(2H)-pyridazinone). Reaction SMILES: [Cl:1][C:2]1[CH:3]=[C:4]([N:9]2[C:14](=[O:15])[C:13]([O:16][CH2:17][CH2:18][C:19]([OH:22])([CH3:21])[CH3:20])=[C:12]([C:23]3[CH:28]=[CH:27][C:26]([S:29](C)(=[O:31])=[O:30])=[CH:25][CH:24]=3)[CH:11]=[N:10]2)[CH:5]=[CH:6][C:7]=1[F:8].[NH3:33]>>[Cl:1][C:2]1[CH:3]=[C:4]([N:9]2[C:14](=[O:15])[C:13]([O:16][CH2:17][CH2:18][C:19]([OH:22])([CH3:21])[CH3:20])=[C:12]([C:23]3[CH:28]=[CH:27][C:26]([S:29]([NH2:33])(=[O:31])=[O:30])=[CH:25][CH:24]=3)[CH:11]=[N:10]2)[CH:5]=[CH:6][C:7]=1[F:8]. Procedure details: The title compound was prepared according to the method of Example 459, substituting 2-(3-chloro-4-fluorophenyl)-4-(3-hydroxy-3-methyl-1-butoxy)-5-[4-(methylsulfonyl)phenyl]-3(2H)-pyridazinone (Example 473) in place of 2-(3,4-difluorophenyl)-4-(2-hydroxy-2-methyl-1-propoxy)-5-[4-(methylsulfonyl)phenyl]-3(2H)-pyridazinone (yield: 160 mg, 45%). mp 59-62° C.; 1H NMR (300 MHz, DMSO-d6) δ 1.05 (s, 6H), 1.73 (t, 2H, J=6 Hz), 4.32 (s, 1H), 4.54 (t, J=6 Hz, 2H), 7.50 (s, 2H), 7.60 (t, J=9 Hz, 1H), 7.66 ... Procedure: A solution of 1-(1,1-dimethylethyloxycarbonyl)-2-((3-nitrophenyl)ethen-2-yl)imidazole (500 mg, 1.59 mmol)in ethanol (50 ml) was hydrogenated at 30 psi in the presence of 10% palladium-on-carbon (50 mg) for 1 h. The catalyst was then removed by filtration and the solvent evaporated to afford the titled compound as a viscous oil (340 mg, 75% yield). 1H NMR (250 MHz, CDCl3) δ 1.60 (9H, s), 2.92-3.04 (2H, m), 3.22-3.36 (2H, m), 3.70 (2H, brs), 6.42-6.68 (3H, m), 6.87 (1H, d, J =2.5 Hz), 7.05 (1H, t,... The solvent is C(C)O (ethanol). The reactants are CC(C)(OC(=O)N1C(=NC=C1)C(=C)C1=CC(=CC=C1)[N+](=O)[O-])C (1-(1,1-dimethylethyloxycarbonyl)-2-((3-nitrophenyl)ethen-2-yl)imidazole). As a reaction SMILES: [CH3:1][C:2]([CH3:23])([O:4][C:5]([N:7]1[CH:11]=[CH:10][N:9]=[C:8]1[C:12]([C:14]1[CH:19]=[CH:18][CH:17]=[C:16]([N+:20]([O-])=O)[CH:15]=1)=[CH2:13])=[O:6])[CH3:3]>C(O)C.[Pd]>[CH3:23][C:2]([CH3:1])([O:4][C:5]([N:7]1[CH:11]=[CH:10][N:9]=[C:8]1[CH:12]([C:14]1[CH:19]=[CH:18][CH:17]=[C:16]([NH2:20])[CH:15]=1)[CH3:13])=[O:6])[CH3:3]. Product: CC(C)(OC(=O)N1C(=NC=C1)C(C)C1=CC(=CC=C1)N)C (1-(1,1-Dimethylethyloxycarbonyl)-2-((3-aminophenyl)ethan-2-yl)imidazole). Reagents/catalysts: [Pd] (palladium-on-carbon). Isolated yield 74.4%. Procedure details: 1,4-Dioxane (10 ml) was mixed with 1 g of (4-phenyl-1H-imidazol-5-yl)methyl alcohol and 3 g of activated manganese dioxide. The obtained mixture was treated at 80° C. for 30 minutes to conduct a reaction. The reaction mixture was passed through a hot filter and the filter cake was washed with acetone. The washings and the filtrate were combined and concentrated to give 0.7 g of the title compound. The reagents and catalysts are [O-2].[O-2].[Mn+4] (manganese dioxide). Product: C1(=CC=CC=C1)C=1N=CNC1C=O (4-Phenyl-1H-imidazole-5-carbaldehyde). Solvent: O1CCOCC1 (1,4-Dioxane). The yield is 70.8%. RXN SMILES: [C:1]1([C:7]2[N:8]=[CH:9][NH:10][C:11]=2[CH2:12][OH:13])[CH:6]=[CH:5][CH:4]=[CH:3][CH:2]=1>[O-2].[O-2].[Mn+4].O1CCOCC1>[C:1]1([C:7]2[N:8]=[CH:9][NH:10][C:11]=2[CH:12]=[O:13])[CH:2]=[CH:3][CH:4]=[CH:5][CH:6]=1 |f:1.2.3|. Reactants: C1(=CC=CC=C1)C=1N=CNC1CO ((4-phenyl-1H-imidazol-5-yl)methyl alcohol).